Dataset: the Open Reaction Database (ORD), a public repository of structured organic reaction records. Task: describe an organic reaction: reactants, conditions, products, and yield Starting materials: BrB(Br)Br, ClCCl, COc1cc(C(F)(F)F)ccc1Oc1ccccc1, O. Yields the product Oc1cc(C(F)(F)F)ccc1Oc1ccccc1. As a reaction SMILES: [B:20]([Br:21])([Br:22])[Br:23].[Cl:25][CH2:26][Cl:27].[O:1]([c:2]1[cH:3][cH:4][cH:5][cH:6][cH:7]1)[c:8]1[c:9]([O:18][CH3:19])[cH:10][c:11]([C:14]([F:15])([F:16])[F:17])[cH:12][cH:13]1.[OH2:24]>>[O:1]([c:2]1[cH:3][cH:4][cH:5][cH:6][cH:7]1)[c:8]1[c:9]([OH:18])[cH:10][c:11]([C:14]([F:15])([F:16])[F:17])[cH:12][cH:13]1. Product: C(C(C)C)=NCC1=CC=CC=C1 (isobutylidenebenzylamine). Procedure details: the procedure described in Example 1A was repeated using benzylamine (32 parts) in place of benzhydrylamine and isobutyraldehyde (22 parts) to give isobutylidenebenzylamine (49 parts). Reaction SMILES: [CH2:1]([NH2:8])[C:2]1[CH:7]=[CH:6][CH:5]=[CH:4][CH:3]=1.[CH:9](=O)[CH:10]([CH3:12])[CH3:11]>>[CH:9](=[N:8][CH2:1][C:2]1[CH:7]=[CH:6][CH:5]=[CH:4][CH:3]=1)[CH:10]([CH3:12])[CH3:11]. Starting materials: C(C1=CC=CC=C1)N (benzylamine), C(C(C)C)=O (isobutyraldehyde). Reactants: I(=O)(=O)C=1C=C(C(=O)NCC(=O)OCC(Cl)(Cl)Cl)C=CC1[N+](=O)[O-] (2,2,2-Trichloroethyl 2-(3-iodyl-4-nitrobenzamido)acetate), NCC(=O)O (glycine), C(=O)([O-])[O-].[Na+].[Na+] (Na2CO3). Run in IC=1C=C(C(=O)Cl)C=CC1[N+](=O)[O-] (3-iodo-4-nitrobenzoyl chloride). Yields the product IC=1C=C(C(=O)NCC(=O)O)C=CC1[N+](=O)[O-] (2-(3-Iodo-4-nitrobenzamido)acetic acid), solid. The yield is 91.0%. As a reaction SMILES: NCC(O)=O.C([O-])([O-])=O.[Na+].[Na+].[I:12]([C:15]1[CH:16]=[C:17]([CH:30]=[CH:31][C:32]=1[N+:33]([O-:35])=[O:34])[C:18]([NH:20][CH2:21][C:22]([O:24]CC(Cl)(Cl)Cl)=[O:23])=[O:19])(=O)=O>IC1C=C(C=CC=1[N+]([O-])=O)C(Cl)=O>[I:12][C:15]1[CH:16]=[C:17]([CH:30]=[CH:31][C:32]=1[N+:33]([O-:35])=[O:34])[C:18]([NH:20][CH2:21][C:22]([OH:24])=[O:23])=[O:19] |f:1.2.3|. Procedure details: The reaction of 3-iodo-4-nitrobenzoyl chloride (prepared from 3-iodo-4-nitrobenzoic acid, 1.2 g and SOCl2, 10 mL) with glycine (0.38 g, 5.12 mmol) in the presence of Na2CO3 (0.54 g, 5.12 mmol) as described in intermediate 2 gave the title compound as a pale yellow color solid (1.3 g, 91%), mp 140-142° C. 1H NMR (400 MHz, DMSO-d6): δ 12.69 (1H, br s), 9.19 (1H, t, J=5.6 Hz), 8.52 (1H, br s), 8.05 (2H, br s), 3.96 (2H, d, J=6.0 Hz); LC-MS (negative ion mode): m/z 349 (M−H)−.